This data is from the Open Reaction Database (ORD), a public repository of structured organic reaction records. The task is: describe an organic reaction: reactants, conditions, products, and yield Starting materials: N1CCNCC1 (Piperazine), ClC1=NC=C(C=C1Cl)C(F)(F)F (2,3-dichloro-5-trifluoromethylpyridine). The solvent is O (Water). As a reaction SMILES: [NH:1]1[CH2:6][CH2:5][NH:4][CH2:3][CH2:2]1.Cl[C:8]1[C:13]([Cl:14])=[CH:12][C:11]([C:15]([F:18])([F:17])[F:16])=[CH:10][N:9]=1>O>[Cl:14][C:13]1[C:8]([N:1]2[CH2:6][CH2:5][NH:4][CH2:3][CH2:2]2)=[N:9][CH:10]=[C:11]([C:15]([F:17])([F:16])[F:18])[CH:12]=1. The yield is 104.1%. Reaction conditions: temperature 140 celsius, time 2 hour. Procedure details: Piperazine (40 g) was melted by heating at 140° C. and 2,3-dichloro-5-trifluoromethylpyridine (10 g) was added thereto. The mixture was stirred at 120° C. for 2 hr. Water was added to the reaction mixture and the mixture was extracted with chloroform. The extract was washed with brine, dried and concentrated under reduced pressure to give 1-(3-chloro-5-trifluoromethyl-2-pyridyl)piperazine (12.8 g) as a brown solid. Product: ClC=1C(=NC=C(C1)C(F)(F)F)N1CCNCC1 (1-(3-chloro-5-trifluoromethyl-2-pyridyl)piperazine). Starting materials: C(C)OC1=NCCC(C1)C (2-ethoxy-4-methyl-3,4,5,6-tetrahydropyridine), CC1(CC(=O)CC(=O)C1)C (dimedone). Solvent: C(C)OCC (ethyl ether). Yields the product CC1(CC(C(C(C1)=O)=C1NCCC(C1)C)=O)C (5,5-Dimethyl-2-(4-methyl-2-piperidinylidene)-1,3-cyclohexanedione). Reported procedure: A mixture of 2-ethoxy-4-methyl-3,4,5,6-tetrahydropyridine (9.27 grams, 0.066 mole) and dimedone (9.20 grams, 0.066 mole) is heated at 112°-113° C. for a 3-hour period. The cooled residue is dissolved in ethyl ether and extracted with three portions of 3N HCl. A solution of 6N sodium hydroxide is added to the strongly acidic solution causing the product to separate as a white solid, with precipitation complete at a final pH of 1. The crude product weighs 4.32 grams on drying and melts at 172°-175... The yield is 17.0%. Reaction SMILES: C(O[C:4]1[CH2:9][CH:8]([CH3:10])[CH2:7][CH2:6][N:5]=1)C.[CH3:11][C:12]1([CH3:20])[CH2:19][C:17](=[O:18])[CH2:16][C:14](=[O:15])[CH2:13]1>C(OCC)C>[CH3:11][C:12]1([CH3:20])[CH2:13][C:14](=[O:15])[C:16](=[C:4]2[CH2:9][CH:8]([CH3:10])[CH2:7][CH2:6][NH:5]2)[C:17](=[O:18])[CH2:19]1. Reactants: C(C)(C)[Mg]Br (isopropylmagnesium bromide), BrC1=C(C(=O)OC)C=CC(=C1)C (methyl 2-bromo-4-methylbenzoate). Reagents/catalysts: C1=CC=C(C=C1)P([C-]2C=CC=C2)C3=CC=CC=C3.C1=CC=C(C=C1)P([C-]2C=CC=C2)C3=CC=CC=C3.Cl[Pd]Cl.[Fe+2] (Pd(dppf)Cl2), Br[Zn]Br (dibromozinc). The solvent is C1CCOC1 (THF). Run at temperature -48 celsius, time 1 hour. The product is C(C)(C)C1=C(C(=O)OC)C=CC(=C1)C (Methyl 2-isopropyl-4-methylbenzoate). Reaction SMILES: [CH:1]([Mg]Br)([CH3:3])[CH3:2].Br[C:7]1[CH:16]=[C:15]([CH3:17])[CH:14]=[CH:13][C:8]=1[C:9]([O:11][CH3:12])=[O:10]>C1COCC1.Br[Zn]Br.C1C=CC(P(C2C=CC=CC=2)[C-]2C=CC=C2)=CC=1.C1C=CC(P(C2C=CC=CC=2)[C-]2C=CC=C2)=CC=1.Cl[Pd]Cl.[Fe+2]>[CH:1]([C:7]1[CH:16]=[C:15]([CH3:17])[CH:14]=[CH:13][C:8]=1[C:9]([O:11][CH3:12])=[O:10])([CH3:3])[CH3:2] |f:4.5.6.7|. Reported procedure: To a stiffed mixture of dibromozinc (39.0 g, 173 mmol, 4.00 equiv) in THF (500 mL) under nitrogen at −48° C. was added dropwise isopropylmagnesium bromide (3 M in THF, 170 mmol) over a period of 30 min Pd(dppf)Cl2 (0.5 g, 0.05 equiv) and methyl 2-bromo-4-methylbenzoate (10.0 g, 43.7 mmol, 1.00 equiv) were added to the above reaction mixture. After stirring for 1 h at −48° C., the reaction mixture was quenched by the careful addition of 500 mL of NH4Cl (aq.). The resulting mixture was extracted w...